Dataset: the Open Reaction Database (ORD), a public repository of structured organic reaction records. Task: describe an organic reaction: reactants, conditions, products, and yield Starting materials: [H-].[Na+] (NaH), BrCC1OC1 (2-(bromomethyl)oxirane), BrC1=CC=CC(=N1)N (6-bromopyridin-2-amine). Solvent: CN(C)C=O (DMF). Reaction conditions: temperature 0 celsius, time 4 hour. The product is BrC1=CC=CC(=N1)NCC1OC1 (6-bromo-N-(oxiran-2-ylmethyl)pyridin-2-amine). RXN SMILES: [Br:1][C:2]1[N:7]=[C:6]([NH2:8])[CH:5]=[CH:4][CH:3]=1.[H-].[Na+].Br[CH2:12][CH:13]1[CH2:15][O:14]1>CN(C=O)C>[Br:1][C:2]1[N:7]=[C:6]([NH:8][CH2:12][CH:13]2[CH2:15][O:14]2)[CH:5]=[CH:4][CH:3]=1 |f:1.2|. Procedure: To a stirred mixture of 6-bromopyridin-2-amine (1 g, 5.81 mmol) in DMF (15 mL) was added NaH (696 mg, 17.4 mmol), 2-(bromomethyl)oxirane (790 mg, 5.81 mmol) at 0° C. The mixture was stirred at 0° C. for 4 hours then quenched with water (50 mL), extracted with EA (30 mL×3). The combined extracts were washed with brine (20 mL), dried over anhydrous Na2SO4 and concentrated. The residue was directly for the next step. LCMS (m/z): 279.1/280.1 [M+H]+/[M+2H]+ The reactants are COC(=O)c1ccc(C#Cc2cncc(C3CCCN3C)c2)cc1, CO. Product: COC(=O)c1ccc(CCc2cncc(C3CCCN3C)c2)cc1. As a reaction SMILES: [CH3:1][N:2]1[CH:3]([c:7]2[cH:8][c:9]([C:13]#[C:14][c:15]3[cH:16][cH:17][c:18]([C:19](=[O:20])[O:21][CH3:22])[cH:23][cH:24]3)[cH:10][n:11][cH:12]2)[CH2:4][CH2:5][CH2:6]1.[CH3:25][OH:26]>>[CH3:1][N:2]1[CH:3]([c:7]2[cH:8][c:9]([CH2:13][CH2:14][c:15]3[cH:16][cH:17][c:18]([C:19](=[O:20])[O:21][CH3:22])[cH:23][cH:24]3)[cH:10][n:11][cH:12]2)[CH2:4][CH2:5][CH2:6]1. Starting materials: C(C1=CC=CC=C1)OC(N(CC1=C(C=CC(=C1)C(F)(F)F)B1OC(C(O1)(C)C)(C)C)CC)=O (ethyl-[2-(4,4,5,5-tetramethyl-[1,3,2]dioxaborolan-2-yl)-5-trifluoromethyl-benzyl]-carbamic acid benzyl ester), C(C)OC(CC1=CC(=C(C=C1)OCC)Br)=O ((3-bromo-4-ethoxy-phenyl)-acetic acid ethyl ester). Reported procedure: Prepared according to the procedure described in Example 1, Step 4, using the following starting materials: ethyl-[2-(4,4,5,5-tetramethyl-[1,3,2]dioxaborolan-2-yl)-5-trifluoromethyl-benzyl]-carbamic acid benzyl ester and (3-bromo-4-ethoxy-phenyl)-acetic acid ethyl ester. RXN SMILES: [CH2:1]([O:8][C:9](=[O:33])[N:10]([CH2:31][CH3:32])[CH2:11][C:12]1[CH:17]=[C:16]([C:18]([F:21])([F:20])[F:19])[CH:15]=[CH:14][C:13]=1B1OC(C)(C)C(C)(C)O1)[C:2]1[CH:7]=[CH:6][CH:5]=[CH:4][CH:3]=1.[CH2:34]([O:36][C:37](=[O:49])[CH2:38][C:39]1[CH:44]=[CH:43][C:42]([O:45][CH2:46][CH3:47])=[C:41](Br)[CH:40]=1)[CH3:35]>>[CH2:34]([O:36][C:37](=[O:49])[CH2:38][C:39]1[CH:40]=[C:41]([C:13]2[CH:14]=[CH:15][C:16]([C:18]([F:19])([F:20])[F:21])=[CH:17][C:12]=2[CH2:11][N:10]([C:9]([O:8][CH2:1][C:2]2[CH:3]=[CH:4][CH:5]=[CH:6][CH:7]=2)=[O:33])[CH2:31][CH3:32])[C:42]([O:45][CH2:46][CH3:47])=[CH:43][CH:44]=1)[CH3:35]. Yields the product C(C)OC(CC=1C=C(C(=CC1)OCC)C1=C(C=C(C=C1)C(F)(F)F)CN(CC)C(=O)OCC1=CC=CC=C1)=O ({2′-[(Benzyloxycarbonyl-ethyl-amino)-methyl]-6-ethoxy-4′-trifluoromethyl-biphenyl-3-yl}-acetic acid ethyl ester). Reactants: BrC1=CSC2=C1OC(=CC2=O)N2CCOCC2 (3-bromo-5-morpholino-7H-thieno[3,2-b]pyran-7-one), C1(=CC=CC=C1)I (phenyl iodide), [F-].[K+] (potassium fluoride). The reagents and catalysts are [N+](=O)([O-])[O-].[Ag+] (silver nitrate), Cl[Pd]([P](C1=CC=CC=C1)(C2=CC=CC=C2)C3=CC=CC=C3)([P](C4=CC=CC=C4)(C5=CC=CC=C5)C6=CC=CC=C6)Cl (trans-dichlorobis(triphenylphosphine)palladium). The solvent is CS(=O)C (dimethyl sulfoxide). Run at temperature 120 celsius. Product: BrC1=C(SC2=C1OC(=CC2=O)N2CCOCC2)C2=CC=CC=C2 (3-bromo-5-morpholino-2-phenyl-7H-thieno[3,2-b]pyran-7-one). As a reaction SMILES: [Br:1][C:2]1[C:6]2[O:7][C:8]([N:12]3[CH2:17][CH2:16][O:15][CH2:14][CH2:13]3)=[CH:9][C:10](=[O:11])[C:5]=2[S:4][CH:3]=1.[C:18]1(I)[CH:23]=[CH:22][CH:21]=[CH:20][CH:19]=1.[F-].[K+]>[N+]([O-])([O-])=O.[Ag+].Cl[Pd](Cl)([P](C1C=CC=CC=1)(C1C=CC=CC=1)C1C=CC=CC=1)[P](C1C=CC=CC=1)(C1C=CC=CC=1)C1C=CC=CC=1.CS(C)=O>[Br:1][C:2]1[C:6]2[O:7][C:8]([N:12]3[CH2:17][CH2:16][O:15][CH2:14][CH2:13]3)=[CH:9][C:10](=[O:11])[C:5]=2[S:4][C:3]=1[C:18]1[CH:23]=[CH:22][CH:21]=[CH:20][CH:19]=1 |f:2.3,4.5,^1:34,53|. Procedure: A 2 mL conical microwave vial was charged with a magnetic stirring bar, 3-bromo-5-morpholino-7H-thieno[3,2-b]pyran-7-one (103) (50 mg, 158 μmol), phenyl iodide (27 mg, 132 μmol), potassium fluoride (11.5 mg, 198 μmol), silver nitrate (34 mg, 198 μmol), anhydrous dimethyl sulfoxide (1 mL), and dichlorobis(triphenylphosphine)palladium (II) (4.6 mg, 6.6 mop. The reaction mixture was sealed, and the reaction mixture was magnetically stirred and heated under microwave irradiation to 120° C. for 15 mi... Product: CC12CC(O)C3(F)C(CCC4=CC(=O)C=CC43C)C1CCC2Sc1ccccc1. The reactants are CC(=O)OC1CC2(C)C(Sc3ccccc3)CCC2C2CCC3=CC(=O)C=CC3(C)C12F, CCOC(C)=O, CO, ClC(Cl)Cl, [Na+], C1CCOC1, [OH-]. RXN SMILES: [C:1](=[O:2])([CH3:3])[O:4][CH:5]1[C:6]2([F:32])[C:7]3([CH3:31])[CH:8]=[CH:9][C:10](=[O:30])[CH:11]=[C:12]3[CH2:13][CH2:14][CH:15]2[CH:16]2[CH2:17][CH2:18][CH:19]([S:23][c:24]3[cH:25][cH:26][cH:27][cH:28][cH:29]3)[C:20]2([CH3:21])[CH2:22]1.[CH3:39][CH2:40][O:41][C:42](=[O:43])[CH3:44].[CH3:50][OH:51].[CH:35]([Cl:36])([Cl:37])[Cl:38].[Na+:34].[O:45]1[CH2:46][CH2:47][CH2:48][CH2:49]1.[OH-:33]>>[OH:4][CH:5]1[C:6]2([F:32])[C:7]3([CH3:31])[CH:8]=[CH:9][C:10](=[O:30])[CH:11]=[C:12]3[CH2:13][CH2:14][CH:15]2[CH:16]2[CH2:17][CH2:18][CH:19]([S:23][c:24]3[cH:25][cH:26][cH:27][cH:28][cH:29]3)[C:20]2([CH3:21])[CH2:22]1.